Dataset: the Open Reaction Database (ORD), a public repository of structured organic reaction records. Task: describe an organic reaction: reactants, conditions, products, and yield Starting materials: ClC1=CC=C(C=C1)C1(CCC1)C(=O)N1CC(CCCC1)CO ([1-(4-Chloro-phenyl)-cyclobutyl]-(3-hydroxymethyl-azepan-1-yl)-methanone), C1(=CC=CC=C1)P(C1=CC=CC=C1)C1=CC=CC=C1 (triphenyl phosphine), FC(C1=CC=C(C=C1)O)(F)F (4-trifluoromethylphenol), N(=NC(=O)OCC)C(=O)OCC (diethyl azodicarboxylate), [OH-].[Na+] (NaOH). Run in O1CCCC1 (tetrahydrofuran), C(C)(=O)OCC (ethyl acetate). Reaction conditions: temperature 0 celsius. Yields the product ClC1=CC=C(C=C1)C1(CCC1)C(=O)N1CC(CCCC1)COC1=CC=C(C=C1)C(F)(F)F ([1-(4-Chloro-phenyl)-cyclobutyl]-[3-(4-trifluoromethyl-phenoxymethyl)-azepan-1-yl]-methanone). The yield is 26.0%. As a reaction SMILES: [Cl:1][C:2]1[CH:7]=[CH:6][C:5]([C:8]2([C:12]([N:14]3[CH2:20][CH2:19][CH2:18][CH2:17][CH:16]([CH2:21][OH:22])[CH2:15]3)=[O:13])[CH2:11][CH2:10][CH2:9]2)=[CH:4][CH:3]=1.C1(P(C2C=CC=CC=2)C2C=CC=CC=2)C=CC=CC=1.[F:42][C:43]([F:52])([F:51])[C:44]1[CH:49]=[CH:48][C:47](O)=[CH:46][CH:45]=1.N(C(OCC)=O)=NC(OCC)=O.[OH-].[Na+]>O1CCCC1.C(OCC)(=O)C>[Cl:1][C:2]1[CH:3]=[CH:4][C:5]([C:8]2([C:12]([N:14]3[CH2:20][CH2:19][CH2:18][CH2:17][CH:16]([CH2:21][O:22][C:47]4[CH:48]=[CH:49][C:44]([C:43]([F:52])([F:51])[F:42])=[CH:45][CH:46]=4)[CH2:15]3)=[O:13])[CH2:11][CH2:10][CH2:9]2)=[CH:6][CH:7]=1 |f:4.5|. Procedure: To a room temperature solution of [1-(4-Chloro-phenyl)-cyclobutyl]-(3-hydroxymethyl-azepan-1-yl)-methanone (0.3307 g, 1.15 mmol) in tetrahydrofuran (5.75 mL, 0.2M) under N2 was added triphenyl phosphine (0.9050 g, 3.45 mmol) and 4-trifluoromethylphenol (0.56 mL, 3.45 mmol). The solution was cooled to 0° C., then diethyl azodicarboxylate (0.54 mL, 3.1 mmol) was added dropwise over 10 minutes. When the reaction was complete by HPLC (2 hours), ethyl acetate and 10% aqueous NaOH was added. The organ... The reactants are NCCSCC1=CC(=C(O1)CNC)C1=CC=CC=C1 (5-[[2-(amino)ethyl]thio]methyl-N-methyl-3-phenyl-2-furanmethanamine), CNC(=C[N+](=O)[O-])SC (N-methyl-1-(methylthio)-2-nitroethenamine). Run in O (water). Yields the product O.CNC(=C[N+](=O)[O-])NCCSCC=1OC(=C(C1)C1=CC=CC=C1)CNC.CNC(=C[N+](=O)[O-])NCCSCC=1OC(=C(C1)C1=CC=CC=C1)CNC (N-Methyl-N'-[2-[[5-(methylaminomethyl)-4-phenyl 2furanylmethyl]thio]ethyl]-2-nitro-1,1-ethenediamine, hemihydrate). The yield is 71.7%. RXN SMILES: [NH2:1][CH2:2][CH2:3][S:4][CH2:5][C:6]1[O:10][C:9]([CH2:11][NH:12][CH3:13])=[C:8]([C:14]2[CH:19]=[CH:18][CH:17]=[CH:16][CH:15]=2)[CH:7]=1.[CH3:20][NH:21][C:22](SC)=[CH:23][N+:24]([O-:26])=[O:25]>O>[OH2:10].[CH3:20][NH:21][C:22]([NH:1][CH2:2][CH2:3][S:4][CH2:5][C:6]1[O:10][C:9]([CH2:11][NH:12][CH3:13])=[C:8]([C:14]2[CH:19]=[CH:18][CH:17]=[CH:16][CH:15]=2)[CH:7]=1)=[CH:23][N+:24]([O-:26])=[O:25].[CH3:20][NH:21][C:22]([NH:1][CH2:2][CH2:3][S:4][CH2:5][C:6]1[O:10][C:9]([CH2:11][NH:12][CH3:13])=[C:8]([C:14]2[CH:19]=[CH:18][CH:17]=[CH:16][CH:15]=2)[CH:7]=1)=[CH:23][N+:24]([O-:26])=[O:25] |f:3.4.5|. Procedure: A mixture of 5-[[2-(amino)ethyl]thio]methyl-N-methyl-3-phenyl-2-furanmethanamine (0.45 g) and N-methyl-1-(methylthio)-2-nitroethenamine (0.24 g) was stirred in water (5 ml) for 24 hours. The solvent was removed in vacuo and the residue purified by column chromatography (Silica/methanol) affording the title compound (0.3 g) as an amber glass. Starting materials: FC(C1=CC=C(C=C1)CN)(F)F ((4-(trifluoromethyl)phenyl)methanamine), COC=1C=C(C=CC1)CCN (2-(3-methoxyphenyl)ethanamine), C(C1=CC=CC=C1)(=O)NC=1C=C(C(=O)O)C=CN1 (2-benzamidoisonicotinic acid). Yields the product C(C1=CC=CC=C1)(=O)NC=1C=C(C(=O)NCCC2=CC(=CC=C2)OC)C=CN1 (2-benzamido-N-[2-(3-methoxyphenyl)ethyl]isonicotinamide). The yield is 45.0%. As a reaction SMILES: FC(F)(F)C1C=CC(CN)=CC=1.[CH3:13][O:14][C:15]1[CH:16]=[C:17]([CH2:21][CH2:22][NH2:23])[CH:18]=[CH:19][CH:20]=1.[C:24]([NH:32][C:33]1[CH:34]=[C:35]([CH:39]=[CH:40][N:41]=1)[C:36](O)=[O:37])(=[O:31])[C:25]1[CH:30]=[CH:29][CH:28]=[CH:27][CH:26]=1>>[C:24]([NH:32][C:33]1[CH:34]=[C:35]([CH:39]=[CH:40][N:41]=1)[C:36]([NH:23][CH2:22][CH2:21][C:17]1[CH:18]=[CH:19][CH:20]=[C:15]([O:14][CH3:13])[CH:16]=1)=[O:37])(=[O:31])[C:25]1[CH:26]=[CH:27][CH:28]=[CH:29][CH:30]=1. Procedure details: Following the procedure as described in Example 1, making variations as required to replace (4-(trifluoromethyl)phenyl)methanamine with 2-(3-methoxyphenyl)ethanamine to react with 2-benzamidoisonicotinic acid, 2-benzamido-N-[2-(3-methoxyphenyl)ethyl]isonicotinamide was obtained as a colorless solid in 45% yield: 1H NMR (300 MHz, DMSO-d6) δ 10.98 (s, 1H), 8.88 (t, J=5.5 Hz, 1H), 8.57 (s, 1H), 8.52-8.49 (m, 1H), 8.07-8.04 (m, 2H), 7.63-7.48 (m, 4H), 7.24-7.17 (m, 1H), 6.84-6.76 (m, 3H), 3.73 (s, 3... Reactants: C1C(CCC2=CC=CC=C12)C(=O)O (1,2,3,4-tetrahydronaphthalene-2-carboxylic acid), NC=1C=CC(=C(C#N)C1)N1CCC(CC1)O (5-amino-2-(4-hydroxypiperidin-1-yl)benzonitrile). The product is C(#N)C=1C=C(C=CC1N1CCC(CC1)O)NC(=O)C1CC2=CC=CC=C2CC1 (N-[3-cyano-4-(4-hydroxypiperidin-1-yl)phenyl]-1,2,3,4-tetrahydronaphthalene-2-carboxamide). Isolated yield 59.4%. Reaction SMILES: [CH2:1]1[C:10]2[C:5](=[CH:6][CH:7]=[CH:8][CH:9]=2)[CH2:4][CH2:3][CH:2]1[C:11]([OH:13])=O.[NH2:14][C:15]1[CH:16]=[CH:17][C:18]([N:23]2[CH2:28][CH2:27][CH:26]([OH:29])[CH2:25][CH2:24]2)=[C:19]([CH:22]=1)[C:20]#[N:21]>>[C:20]([C:19]1[CH:22]=[C:15]([NH:14][C:11]([CH:2]2[CH2:3][CH2:4][C:5]3[C:10](=[CH:9][CH:8]=[CH:7][CH:6]=3)[CH2:1]2)=[O:13])[CH:16]=[CH:17][C:18]=1[N:23]1[CH2:28][CH2:27][CH:26]([OH:29])[CH2:25][CH2:24]1)#[N:21]. Reported procedure: By the reaction and treatment in the same manner as in Example 6 using 1,2,3,4-tetrahydronaphthalene-2-carboxylic acid (0.45 g) and 5-amino-2-(4-hydroxypiperidin-1-yl)benzonitrile (0.58 g), the title compound (0.57 g) was obtained. melting point: 163-165° C.